This data is from the Open Reaction Database (ORD), a public repository of structured organic reaction records. The task is: describe an organic reaction: reactants, conditions, products, and yield The reactants are C(C)(C)(C)C#C (tert-butylacetylene), amine, C(CCC)N (n-butylamine), Cl/C=C/CN(CC)CC1=CC(=CC=C1)OCC1=CC(=CC=C1)C1=CSC=C1 ((E)-N-(3-chloro-2-propenyl)-N-ethyl-3-[3-(3-thienyl)benzyloxy]benzylamine), C1(=CC=CC=C1)P(C1=CC=CC=C1)C1=CC=CC=C1 (triphenylphosphine). Reagents/catalysts: [Cu]I (copper (I) iodide), C(C)(=O)[O-].[Pd+2].C(C)(=O)[O-] (palladium acetate). The solvent is O1CCCC1 (tetrahydrofuran). Conditions: time 24 hour. The product is Cl.CC(C#C/C=C/CN(CC)CC1=CC(=CC=C1)OCC1=CC(=CC=C1)C1=CSC=C1)(C)C ((E)-N-(6,6-Dimethyl-2-hepten-4-ynyl)-N-ethyl-3-(3-(3-thienyl)benzyloxy]benzylamine hydrochloride). Yield: 85.0%. RXN SMILES: [Cl:1]/[CH:2]=[CH:3]/[CH2:4][N:5]([CH2:8][C:9]1[CH:14]=[CH:13][CH:12]=[C:11]([O:15][CH2:16][C:17]2[CH:22]=[CH:21][CH:20]=[C:19]([C:23]3[CH:27]=[CH:26][S:25][CH:24]=3)[CH:18]=2)[CH:10]=1)[CH2:6][CH3:7].C1(P(C2C=CC=CC=2)C2C=CC=CC=2)C=CC=CC=1.C(N)CCC.[C:52]([C:56]#[CH:57])([CH3:55])([CH3:54])[CH3:53]>[Cu]I.C([O-])(=O)C.[Pd+2].C([O-])(=O)C.O1CCCC1>[ClH:1].[CH3:53][C:52]([CH3:55])([CH3:54])[C:56]#[C:57]/[CH:2]=[CH:3]/[CH2:4][N:5]([CH2:8][C:9]1[CH:14]=[CH:13][CH:12]=[C:11]([O:15][CH2:16][C:17]2[CH:22]=[CH:21][CH:20]=[C:19]([C:23]3[CH:27]=[CH:26][S:25][CH:24]=3)[CH:18]=2)[CH:10]=1)[CH2:6][CH3:7] |f:5.6.7,9.10|. Procedure details: To 2.7 ml of tetrahydrofuran were added 360 mg (0.90 mmol) of (E)-N-(3-chloro-2-propenyl)-N-ethyl-3-[3-(3-thienyl)benzyloxy]benzylamine, 8.6 mg (0.045 mmol) of copper (I) iodide, 4.1 mg (0.018 mmol) of palladium acetate and 9.5 mg (0.036 mmol) of triphenylphosphine, and further, 0.18 ml (1.8 mmol) of n-butylamine and 0.135 ml (1. 08 mmol) of tert-butylacetylene under ice cooling. The mixture was stirred for 24 hours at room temperature, and concentrated under reduced pressure. The residue was su... The reactants are C([O-])([O-])=O.[K+].[K+] (potassium carbonate), Cl.COC(C1=CC=C(C=C1)CN)=O (4-Aminomethylbenzoic acid methyl ester hydrochloride), C1CC(CCC12CCCCC2)=O (spiro[5.5]undecan-3-one), C([O-])([O-])=O.[K+].[K+] (potassium carbonate), C(C)(=O)O (acetic acid), C(C)(=O)O[BH-](OC(C)=O)OC(C)=O.[Na+] (sodium triacetoxyborohydride). Run in O (water), ClCCCl (1,2-dichloroethane). Conditions: temperature 25 celsius, time 30 minute. Product: COC(C1=CC=C(C=C1)CNC1CCC2(CC1)CCCCC2)=O (4-(spiro[5.5]undec-3-ylaminomethyl)benzoic acid methyl ester). As a reaction SMILES: Cl.[CH3:2][O:3][C:4](=[O:13])[C:5]1[CH:10]=[CH:9][C:8]([CH2:11][NH2:12])=[CH:7][CH:6]=1.C(=O)([O-])[O-].[K+].[K+].C(O)(=O)C.[CH2:24]1[C:29]2([CH2:34][CH2:33][CH2:32][CH2:31][CH2:30]2)[CH2:28][CH2:27][C:26](=O)[CH2:25]1.C(O[BH-](OC(=O)C)OC(=O)C)(=O)C.[Na+]>ClCCCl.O>[CH3:2][O:3][C:4](=[O:13])[C:5]1[CH:10]=[CH:9][C:8]([CH2:11][NH:12][CH:32]2[CH2:33][CH2:34][C:29]3([CH2:24][CH2:25][CH2:26][CH2:27][CH2:28]3)[CH2:30][CH2:31]2)=[CH:7][CH:6]=1 |f:0.1,2.3.4,7.8|. Reported procedure: 4-Aminomethylbenzoic acid methyl ester hydrochloride (1.45 g, 7.2 mmol) was suspended in 1,2-dichloroethane (50 mL) and added saturated aqueous potassium carbonate. The phases were separated and the aqueous layer was extracted with another portion of 1,2-dichloro-ethane (50 mL). The combined organic phases were added glacial acetic acid (435 μL, 7.6 mmol) followed by spiro[5.5]undecan-3-one (1.2 g, 7.2 mmol). The suspension was stirred for 30 min at 25° C. and sodium triacetoxyborohydride (2.27 ... As a reaction SMILES: Cl[C:2]([C:4]1[S:8][C:7]2[CH:9]=[C:10]([CH3:13])[CH:11]=[CH:12][C:6]=2[C:5]=1[S:14]([Cl:17])(=[O:16])=[O:15])=[O:3].[CH3:18][OH:19]>C(Cl)(Cl)Cl>[CH3:18][O:19][C:2]([C:4]1[S:8][C:7]2[CH:9]=[C:10]([CH3:13])[CH:11]=[CH:12][C:6]=2[C:5]=1[S:14]([Cl:17])(=[O:15])=[O:16])=[O:3]. Run in C(Cl)(Cl)Cl (chloroform). The product is COC(=O)C1=C(C2=C(S1)C=C(C=C2)C)S(=O)(=O)Cl (2-Methoxycarbonyl-6-methyl-benzo[b] thiophene-3-sulfonic acid chloride). Procedure details: Prepared analogous to Example 1(c) from 2-chlorocarbonyl-6-methyl-benzo[b] thiophene-3-sulfonic acid chloride and methanol in the presence of chloroform. Starting materials: ClC(=O)C1=C(C2=C(S1)C=C(C=C2)C)S(=O)(=O)Cl (2-chlorocarbonyl-6-methyl-benzo[b] thiophene-3-sulfonic acid chloride), CO (methanol). Reaction SMILES: [Li+:21].[O:24]1[CH2:25][CH2:26][CH2:27][CH2:28]1.[OH-:22].[OH2:23].[c:1]1([N:7]2[N:8]([C:16](=[O:17])[O:18][CH2:19][CH3:20])[NH:9][C:10]([Si:12]([CH3:13])([CH3:14])[CH3:15])=[CH:11]2)[cH:2][cH:3][cH:4][cH:5][cH:6]1>>[c:1]1([N:7]2[N:8]([C:16](=[O:17])[OH:18])[NH:9][C:10]([Si:12]([CH3:13])([CH3:14])[CH3:15])=[CH:11]2)[cH:2][cH:3][cH:4][cH:5][cH:6]1. Starting materials: [Li+], C1CCOC1, [OH-], O, CCOC(=O)N1NC([Si](C)(C)C)=CN1c1ccccc1. The product is C[Si](C)(C)C1=CN(c2ccccc2)N(C(=O)O)N1.